Dataset: the Open Reaction Database (ORD), a public repository of structured organic reaction records. Task: describe an organic reaction: reactants, conditions, products, and yield Starting materials: CCc1nc(NC(CC)CO)c(CC)nc1Br, CCOC(C)=O, CCCCCCC. The product is CCc1nc(NC(CC)COC)c(CC)nc1Br. Reaction SMILES: [Br:1][c:2]1[n:3][c:4]([CH2:16][CH3:17])[c:5]([NH:10][CH:11]([CH2:12][OH:13])[CH2:14][CH3:15])[n:6][c:7]1[CH2:8][CH3:9].[CH3:18][CH2:19][O:20][C:21](=[O:22])[CH3:23].[CH3:24][CH2:25][CH2:26][CH2:27][CH2:28][CH2:29][CH3:30]>>[Br:1][c:2]1[n:3][c:4]([CH2:16][CH3:17])[c:5]([NH:10][CH:11]([CH2:12][O:13][CH3:18])[CH2:14][CH3:15])[n:6][c:7]1[CH2:8][CH3:9]. Starting materials: COC(C1=CC(=CC=C1)CN1CCC(CC1)C1=CNC2=CC=CC=C12)=O (3-[4-(1H-indol-3-yl)-piperidin-1-ylmethyl]-benzoic acid methyl ester), O1CC(CC1)CS(=O)(=O)[O-] ((tetrahydro-furan-3-yl)-methansulfonate). The product is O1CC(CC1)CN1C=C(C2=CC=CC=C12)C1CCN(CC1)CC=1C=C(C(=O)O)C=CC1 (3-{4-[1-(tetrahydro-furan-3-ylmethyl)-1H-indol-3-yl]-piperidin-1-ylmethyl}-benzoic acid). As a reaction SMILES: C[O:2][C:3](=[O:26])[C:4]1[CH:9]=[CH:8][CH:7]=[C:6]([CH2:10][N:11]2[CH2:16][CH2:15][CH:14]([C:17]3[C:25]4[C:20](=[CH:21][CH:22]=[CH:23][CH:24]=4)[NH:19][CH:18]=3)[CH2:13][CH2:12]2)[CH:5]=1.[O:27]1[CH2:31][CH2:30][CH:29]([CH2:32]S([O-])(=O)=O)[CH2:28]1>>[O:27]1[CH2:31][CH2:30][CH:29]([CH2:32][N:19]2[C:20]3[C:25](=[CH:24][CH:23]=[CH:22][CH:21]=3)[C:17]([CH:14]3[CH2:13][CH2:12][N:11]([CH2:10][C:6]4[CH:5]=[C:4]([CH:9]=[CH:8][CH:7]=4)[C:3]([OH:2])=[O:26])[CH2:16][CH2:15]3)=[CH:18]2)[CH2:28]1. Reported procedure: This compound was prepared following the procedure described in example 1 (part E) starting with 0.1 g (0.28 mmol) of 3-[4-(1H-indol-3-yl)-piperidin-1-ylmethyl]-benzoic acid methyl ester (example 28, part A) and 0.72 g (0.4 mmol) of (tetrahydro-furan-3-yl)-methansulfonate. After standard purification, 0.04 g (34% of yield) of the expected acid were obtained. Reactants: ClC1=CC=C(C=C1)C1=NN(C(N1CCCC(=O)OC(C)(C)C)=O)CC(=O)NCC(C)(C1=C(C=CC=C1)C(F)(F)F)C (tert.-butyl 4-{3-(4-chlorophenyl)-1-[2-({2-methyl-2-[2-(trifluoromethyl)phenyl]propyl}amino)-2-oxoethyl]-5-oxo-1,5-dihydro-4H-1,2,4-triazol-4-yl}-butanoate), Cl (hydrogen chloride). Solvent: O1CCOCC1 (dioxan). Product: ClC1=CC=C(C=C1)C1=NN(C(N1CCCC(=O)O)=O)CC(=O)NCC(C)(C1=C(C=CC=C1)C(F)(F)F)C (4-{3-(4-chlorophenyl)-1-[2-({2-methyl-2-[2-(trifluoromethyl)phenyl]propyl}amino)-2-oxoethyl]-5-oxo-1,5-dihydro-4H-1,2,4-triazol-4-yl}-butanoic acid). As a reaction SMILES: [Cl:1][C:2]1[CH:7]=[CH:6][C:5]([C:8]2[N:12]([CH2:13][CH2:14][CH2:15][C:16]([O:18]C(C)(C)C)=[O:17])[C:11](=[O:23])[N:10]([CH2:24][C:25]([NH:27][CH2:28][C:29]([CH3:41])([C:31]3[CH:36]=[CH:35][CH:34]=[CH:33][C:32]=3[C:37]([F:40])([F:39])[F:38])[CH3:30])=[O:26])[N:9]=2)=[CH:4][CH:3]=1.Cl>O1CCOCC1>[Cl:1][C:2]1[CH:7]=[CH:6][C:5]([C:8]2[N:12]([CH2:13][CH2:14][CH2:15][C:16]([OH:18])=[O:17])[C:11](=[O:23])[N:10]([CH2:24][C:25]([NH:27][CH2:28][C:29]([CH3:41])([C:31]3[CH:36]=[CH:35][CH:34]=[CH:33][C:32]=3[C:37]([F:38])([F:39])[F:40])[CH3:30])=[O:26])[N:9]=2)=[CH:4][CH:3]=1. Procedure: The compound from Example 365 (22 mg, 37 μmol) is stirred overnight at RT with 1 ml of a 4 M hydrogen chloride solution in dioxan. The solvent is then removed on the rotary evaporator. The residue is taken up in DMSO and purified by preparative HPLC (Method 20). 14 mg (70% of theory) of the title compound are obtained. Reaction SMILES: [CH2:1]([CH3:2])[O:3][C:4]([C:5]([CH3:6])([CH3:7])[O:8][c:9]1[c:10]([CH2:30][OH:31])[cH:11][c:12]([O:15][CH2:16][CH2:17][c:18]2[n:19][c:20](-[c:24]3[cH:25][cH:26][cH:27][cH:28][cH:29]3)[o:21][c:22]2[CH3:23])[cH:13][cH:14]1)=[O:32].[CH3:33][I:34].[CH3:47][CH2:48][O:49][C:50]([CH3:51])=[O:52].[H-:36].[Na+:35].[O:42]=[CH:43][N:44]([CH3:45])[CH3:46].[S:37](=[O:38])(=[O:39])([OH:40])[OH:41]>>[CH2:1]([CH3:2])[O:3][C:4]([C:5]([CH3:6])([CH3:7])[O:8][c:9]1[c:10]([CH2:30][O:31][CH3:33])[cH:11][c:12]([O:15][CH2:16][CH2:17][c:18]2[n:19][c:20](-[c:24]3[cH:25][cH:26][cH:27][cH:28][cH:29]3)[o:21][c:22]2[CH3:23])[cH:13][cH:14]1)=[O:32]. Starting materials: CCOC(=O)C(C)(C)Oc1ccc(OCCc2nc(-c3ccccc3)oc2C)cc1CO, CI, CCOC(C)=O, [H-], [Na+], CN(C)C=O, O=S(=O)(O)O. The product is CCOC(=O)C(C)(C)Oc1ccc(OCCc2nc(-c3ccccc3)oc2C)cc1COC. Starting materials: CCOc1cc2c(cc1OCC)CN(C(=O)OC(C)(C)C)C(C(=O)O)C2, Cc1ccccc1, O, OCc1ccccc1, Cc1ccc(S(=O)(=O)O)cc1. Yields the product CCOc1cc2c(cc1OCC)CC(C(=O)O)NC2. Reaction SMILES: [CH2:1]([CH3:2])[O:3][c:4]1[cH:5][c:6]2[c:11]([cH:12][c:13]1[O:14][CH2:15][CH3:16])[CH2:10][N:9]([C:17]([O:18][C:19]([CH3:20])([CH3:21])[CH3:22])=[O:23])[CH:8]([C:24](=[O:25])[OH:26])[CH2:7]2.[CH3:47][c:48]1[cH:49][cH:50][cH:51][cH:52][cH:53]1.[OH2:35].[OH:27][CH2:28][c:29]1[cH:30][cH:31][cH:32][cH:33][cH:34]1.[c:36]1([CH3:37])[cH:38][cH:39][c:40]([S:41]([OH:42])(=[O:43])=[O:44])[cH:45][cH:46]1>>[CH2:1]([CH3:2])[O:3][c:4]1[cH:5][c:6]2[c:11]([cH:12][c:13]1[O:14][CH2:15][CH3:16])[CH2:10][NH:9][CH:8]([C:24](=[O:25])[OH:26])[CH2:7]2. The reactants are NC1=NC(=C(C(=N1)N[C@@H](C)C1=C(C=C2C(=N1)C=CN2C)N2CC(CC2)N2C(C1=CC=CC=C1C2=O)=O)C#N)C (2-amino-4-(((S)-1-(6-(3-(1,3-dioxoisoindolin-2-yl)pyrrolidin-1-yl)-1-methyl-1H-pyrrolo[3,2-b]pyridin-5-yl)ethyl)amino)-6-methylpyrimidine-5-carbonitrile), O.NN (hydrazine monohydrate). Solvent: C(C)O (ethanol), C(C)#N (acetonitrile). Reaction conditions: temperature 65 celsius. Yields the product NC1=NC(=C(C(=N1)N[C@@H](C)C1=C(C=C2C(=N1)C=CN2C)N2C[C@@H](CC2)N)C#N)C (2-Amino-4-((S)-1-(6-((R)-3-aminopyrrolidin-1-yl)-1-methyl-1H-pyrrolo[3,2-b]pyridin-5-yl)ethylamino)-6-methylpyrimidine-5-carbonitrile). The yield is 30.9%. As a reaction SMILES: [NH2:1][C:2]1[N:7]=[C:6]([NH:8][C@H:9]([C:11]2[N:16]=[C:15]3[CH:17]=[CH:18][N:19]([CH3:20])[C:14]3=[CH:13][C:12]=2[N:21]2[CH2:25][CH2:24][CH:23]([N:26]3C(=O)C4C(=CC=CC=4)C3=O)[CH2:22]2)[CH3:10])[C:5]([C:37]#[N:38])=[C:4]([CH3:39])[N:3]=1.O.NN>C(O)C.C(#N)C>[NH2:1][C:2]1[N:7]=[C:6]([NH:8][C@H:9]([C:11]2[N:16]=[C:15]3[CH:17]=[CH:18][N:19]([CH3:20])[C:14]3=[CH:13][C:12]=2[N:21]2[CH2:25][CH2:24][C@@H:23]([NH2:26])[CH2:22]2)[CH3:10])[C:5]([C:37]#[N:38])=[C:4]([CH3:39])[N:3]=1 |f:1.2|. Procedure: To a 25 mL pear flask was added 2-amino-4-(((S)-1-(6-(3-(1,3-dioxoisoindolin-2-yl)pyrrolidin-1-yl)-1-methyl-1H-pyrrolo[3,2-b]pyridin-5-yl)ethyl)amino)-6-methylpyrimidine-5-carbonitrile (peak 1 of PREPARATION 13, 27 mg, 0.052 mmol) in ethanol (520 μL) to give a solution. To this solution was added hydrazine monohydrate (25 μL, 0.52 mmol). The mixture was heated to 65° C. for 3.5 hours, at which time the reaction was deemed to be complete based on MS/UPLC. The mixture was diluted with acetonitrile... Procedure: 450 μl of N-cyclopropyl-N-methylamine are added dropwise with cooling to a solution of 640 mg of 2-bromobenzenesulfonyl chloride in 2.5 ml of DCM. The mixture is subsequently stirred at 22° C. for 2 h, extracted twice with 5 ml of 1N sodium hydroxide solution, the organic phase is dried over magnesium sulfate, filtered and evaporated in vacuo. Yields the product BrC1=C(C=CC=C1)S(=O)(=O)N(C)C1CC1 (2-Bromo-N-cyclopropyl-N-methylbenzenesulfonamide). RXN SMILES: [CH:1]1([NH:4][CH3:5])[CH2:3][CH2:2]1.[Br:6][C:7]1[CH:12]=[CH:11][CH:10]=[CH:9][C:8]=1[S:13](Cl)(=[O:15])=[O:14]>C(Cl)Cl>[Br:6][C:7]1[CH:12]=[CH:11][CH:10]=[CH:9][C:8]=1[S:13]([N:4]([CH:1]1[CH2:3][CH2:2]1)[CH3:5])(=[O:15])=[O:14]. Conditions: temperature 22 celsius, time 2 hour. Reactants: C1(CC1)NC (N-cyclopropyl-N-methylamine), BrC1=C(C=CC=C1)S(=O)(=O)Cl (2-bromobenzenesulfonyl chloride). Solvent: C(Cl)Cl (DCM). The reactants are C(C)ON=C(C(=O)NC1[C@@H]2N(C(=C(CS2)C=CSC2=NC=CC=C2)C(=O)O)C1=O)C1=NSC(=N1)N (7-[2-ethoxyimino-2-(5-amino-1,2,4-thiadiazol-3-yl)acetamido]-3-[2-(2-pyridyl)thiovinyl]-3-cephem-4-carboxylic acid), CN(C=O)C (dimetylformamide), CI (methyliodide), steel. The solvent is C(C)(=O)OCC (ethyl acetate). Run at time 6 day. The product is I.C(C)ON=C(C(=O)NC1[C@@H]2N(C(=C(CS2)C=CS[CH2+]2N(C=CC=C2)C)C(=O)[O-])C1=O)C1=NSC(=N1)N (7-[2-ethoxyimino-2-(5-amino-1,2,4-thiadiazol-3-yl)acetamido]-3-[2-(1-methyl-2-pyridinio)thiovinyl]-3-cephem-4-carboxylate hydriodide). As a reaction SMILES: [CH2:1]([O:3][N:4]=[C:5]([C:30]1[N:34]=[C:33]([NH2:35])[S:32][N:31]=1)[C:6]([NH:8][CH:9]1[C:28](=[O:29])[N:11]2[C:12]([C:25]([OH:27])=[O:26])=[C:13]([CH:16]=[CH:17][S:18][C:19]3[CH:24]=[CH:23][CH:22]=[CH:21][N:20]=3)[CH2:14][S:15][C@H:10]12)=[O:7])[CH3:2].[CH3:36]N(C)C=O.C[I:42]>C(OCC)(=O)C>[IH:42].[CH2:1]([O:3][N:4]=[C:5]([C:30]1[N:34]=[C:33]([NH2:35])[S:32][N:31]=1)[C:6]([NH:8][CH:9]1[C:28](=[O:29])[N:11]2[C:12]([C:25]([O-:27])=[O:26])=[C:13]([CH:16]=[CH:17][S:18][CH2+:19]3[CH:24]=[CH:23][CH:22]=[CH:21][N:20]3[CH3:36])[CH2:14][S:15][C@H:10]12)=[O:7])[CH3:2] |f:4.5|. Procedure details: A mixture of 7-[2-ethoxyimino-2-(5-amino-1,2,4-thiadiazol-3-yl)acetamido]-3-[2-(2-pyridyl)thiovinyl]-3-cephem-4-carboxylic acid (syn isomer) (trans isomer) (1.5 g), dimetylformamide (15 ml) and methyliodide (1.5 ml) was shaked for six days at ambient temperature in a stainless-steel bomb. The reaction mixture was poured into ethyl acetate. The resultant, precipitate was collected by filtration and washed with ethyl acetate and dr d to give 7-[2-ethoxyimino-2-(5-amino-1,2,4-thiadiazol-3-yl)acetam... Starting materials: CCN(CC)c1ncc(NCS(=O)(=O)c2ccc(F)cc2)c(NC(Cc2ccc(OC(=O)N(C)C)cc2)C(=O)OC(C)(C)C)n1, O=CO, Cl. The product is Cl, CCN(CC)c1ncc(NCS(=O)(=O)c2ccc(F)cc2)c(NC(Cc2ccc(OC(=O)N(C)C)cc2)C(=O)O)n1. Reaction SMILES: [C:1]([CH3:2])([CH3:3])([CH3:4])[O:5][C:6]([CH:7]([CH2:8][c:9]1[cH:10][cH:11][c:12]([O:15][C:16]([N:17]([CH3:18])[CH3:19])=[O:20])[cH:13][cH:14]1)[NH:21][c:22]1[n:23][c:24]([N:40]([CH2:41][CH3:42])[CH2:43][CH3:44])[n:25][cH:26][c:27]1[NH:28][CH2:29][S:30](=[O:31])(=[O:32])[c:33]1[cH:34][cH:35][c:36]([F:39])[cH:37][cH:38]1)=[O:45].[CH:47]([OH:48])=[O:49].[ClH:46]>>[ClH:46].[O:5]=[C:6]([CH:7]([CH2:8][c:9]1[cH:10][cH:11][c:12]([O:15][C:16]([N:17]([CH3:18])[CH3:19])=[O:20])[cH:13][cH:14]1)[NH:21][c:22]1[n:23][c:24]([N:40]([CH2:41][CH3:42])[CH2:43][CH3:44])[n:25][cH:26][c:27]1[NH:28][CH2:29][S:30](=[O:31])(=[O:32])[c:33]1[cH:34][cH:35][c:36]([F:39])[cH:37][cH:38]1)[OH:45]. Starting materials: NC1=C2C(C(=CN3C2=C(C(=C1F)F)OCC31CC1)C#N)=O (8-amino-9,10-difluoro-7-oxo-2,7-dihydrospiro[[1,4]oxazino[2,3,4-ij]quinoline-3,1′-cyclopropane]-6-carbonitrile), N1N=C(C=C1)CCCN (pyrazolepropylamine). Product: N1(N=CC=C1)CCCNC1=C(C(=C2C(C(=CN3C2=C1OCC31CC1)C#N)=O)N)F (10-(3-(1H-pyrazol-1-yl)propylamino)-8-amino-9-fluoro-7-oxo-2,7-dihydrospiro[[1,4]oxazino[2,3,4-ij]quinoline-3,1′-cyclopropane]-6-carbonitrile). As a reaction SMILES: [NH2:1][C:2]1[C:11]([F:12])=[C:10](F)[C:9]2[O:14][CH2:15][C:16]3([CH2:18][CH2:17]3)[N:7]3[C:8]=2[C:3]=1[C:4](=[O:21])[C:5]([C:19]#[N:20])=[CH:6]3.[NH:22]1[CH:26]=[CH:25][C:24](CCCN)=[N:23]1>>[N:23]1([CH2:4][CH2:3][CH2:2][NH:1][C:10]2[C:9]3[O:14][CH2:15][C:16]4([CH2:17][CH2:18]4)[N:7]4[C:8]=3[C:3]([C:4](=[O:21])[C:5]([C:19]#[N:20])=[CH:6]4)=[C:2]([NH2:1])[C:11]=2[F:12])[CH:24]=[CH:25][CH:26]=[N:22]1. Procedure: The title compound was prepared from 8-amino-9,10-difluoro-7-oxo-2,7-dihydrospiro[[1,4]oxazino[2,3,4-ij]quinoline-3,1′-cyclopropane]-6-carbonitrile and pyrazolepropylamine using synthetic procedures similar to those described in the examples above. 1H-NMR (400 MHz, DMSO-d6) δ 1.16 (2H, t), 1.58 (2H, t), 1.99 (2H, m), 3.65 (2H, m), 4.16 (2H, s), 4.26 (2H, m), 6.29 (1H, s), 7.49 (1H, s), 7.63 (1H, s), 8.04 (1H, s). MS (EP) m/z: 395 (M++1). (Calcd for C20H19FN6O2, 394.40).